Dataset: the Open Reaction Database (ORD), a public repository of structured organic reaction records. Task: describe an organic reaction: reactants, conditions, products, and yield The reactants are C(C)(C)(C)C=1N=C(C=2C(N1)=NN(N2)CC)N2CC(CC2)(F)F (5-tert-Butyl-7-(3,3-difluoro-pyrrolidin-1-yl)-2-ethyl-2H-[1,2,3]triazolo[4,5-d]pyrimidine), C(C)(C)(C)C=1N=C(C2=C(N1)NN=N2)N2CC(CC2)(F)F (5-tert-butyl-7-(3,3-difluoropyrrolidin-1-yl)-3H-[1,2,3]triazolo[4,5-d]pyrimidine), BrC1CS(CC1)(=O)=O (3-bromo-tetrahydro-thiophene 1,1-dioxide). Yields the product C(C)(C)(C)C=1N=C(C=2C(N1)=NN(N2)C2CS(CC2)(=O)=O)N2CC(CC2)(F)F (5-tert-Butyl-7-(3,3-difluoro-pyrrolidin-1-yl)-2-(1,1-dioxo-tetrahydro-1λ6-thiophen-3-yl)-2H-[1,2,3]triazolo[4,5-d]pyrimidine). RXN SMILES: [C:1]([C:5]1[N:6]=[C:7]([N:16]2[CH2:20][CH2:19][C:18]([F:22])([F:21])[CH2:17]2)[C:8]2[C:9](=[N:11][N:12]([CH2:14][CH3:15])[N:13]=2)[N:10]=1)([CH3:4])([CH3:3])[CH3:2].C(C1N=C(N2CCC(F)(F)C2)C2N=NNC=2N=1)(C)(C)C.Br[CH:44]1CC[S:46](=[O:50])(=[O:49])[CH2:45]1>>[C:1]([C:5]1[N:6]=[C:7]([N:16]2[CH2:20][CH2:19][C:18]([F:21])([F:22])[CH2:17]2)[C:8]2[C:9](=[N:11][N:12]([CH:14]3[CH2:44][CH2:45][S:46](=[O:50])(=[O:49])[CH2:15]3)[N:13]=2)[N:10]=1)([CH3:2])([CH3:3])[CH3:4]. Procedure details: In analogy to the procedure described for the synthesis of 5-tert-butyl-7-(3,3-difluoro-pyrrolidin-1-yl)-2-ethyl-2H-[1,2,3]triazolo[4,5-d]pyrimidine (example 3, step b), the title compound was prepared from 5-tert-butyl-7-(3,3-difluoropyrrolidin-1-yl)-3H-[1,2,3]triazolo[4,5-d]pyrimidine and 3-bromo-tetrahydro-thiophene 1,1-dioxide and isolated as white solid. MS (m/e): 401.3 (MH+). Starting materials: C(=O)(O)[O-].[Na+] (NaHCO3), BrC1=NN=C(S1)N (5-bromo-1,3,4-thiadiazol-2-amine), ClCC(C)=O (chloroacetone), ClCC(C)=O (chloroacetone). Solvent: O (water). Product: BrC1=NN2C(S1)=NC(=C2)C (2-Bromo-6-methyl-imidazo[2,1-b][1,3,4]thiadiazole). Isolated yield 50.6%. RXN SMILES: [Br:1][C:2]1[S:6][C:5]([NH2:7])=[N:4][N:3]=1.Cl[CH2:9][C:10](=O)[CH3:11].C([O-])(O)=O.[Na+]>O>[Br:1][C:2]1[S:6][C:5]2=[N:7][C:10]([CH3:11])=[CH:9][N:4]2[N:3]=1 |f:2.3|. Procedure details: 5-bromo-1,3,4-thiadiazol-2-amine (1 g, 5.55 mmol, 1 eq) and chloroacetone (1.327 mL, 16.665 mmol, 3 eq) in water (24 mL) was stirred at reflux temperature overnight. More chloroacetone (1.106 mL, 13.887 mmol, 2.5 eq) was added, and heating was continued over the weekend. The reaction mixture was cooled to RT, poured into NaHCO3 (sat. sol., 43 mL) and extracted with DCM. The organic extracts were dried (MgSO4), filtered and concentrated to give a dark brown residue that was purified by flash chro...